Dataset: the Open Reaction Database (ORD), a public repository of structured organic reaction records. Task: describe an organic reaction: reactants, conditions, products, and yield RXN SMILES: [C:25](#[N:26])[CH3:27].[CH:21]([OH:22])([CH3:23])[CH3:24].[ClH:20].[S:15]([NH2:16])(=[O:17])(=[O:18])[Cl:19].[n:1]1[cH:2][cH:3][cH:4][c:5]2[cH:6][cH:7][cH:8][c:9]([O:11][CH2:12][CH2:13][OH:14])[c:10]12>>[n:1]1[cH:2][cH:3][cH:4][c:5]2[cH:6][cH:7][cH:8][c:9]([O:11][CH2:12][CH2:13][O:14][S:15]([NH2:16])(=[O:17])=[O:18])[c:10]12. Reactants: CC#N, CC(C)O, Cl, NS(=O)(=O)Cl, OCCOc1cccc2cccnc12. Yields the product NS(=O)(=O)OCCOc1cccc2cccnc12. Reactants: ice water, ClC1=CC=C2C=CC(=NC2=C1)C=1OC2=C(C1)C=C(C=C2)N (7-Chloro-2-(5-aminobenzofuran-2-yl)-quinoline), C([O-])(O)=O.[Na+] (sodium bicarbonate), BrCCCC(=O)OCC (ethyl 4-bromobutyrate). The solvent is CN(P(N(C)C)(N(C)C)=O)C (hexamethylphosphoric triamide). Run at time 1 day. Yields the product ClC1=CC=C2C=CC(=NC2=C1)C=1OC2=C(C1)C=C(C=C2)NCCCC(=O)OCC (7-chloro-2-[5-(3-ethoxycarbonylpropylamino)benzofuran-2-yl]quinoline). Isolated yield 55.1%. Reaction SMILES: [Cl:1][C:2]1[CH:11]=[C:10]2[C:5]([CH:6]=[CH:7][C:8]([C:12]3[O:13][C:14]4[CH:20]=[CH:19][C:18]([NH2:21])=[CH:17][C:15]=4[CH:16]=3)=[N:9]2)=[CH:4][CH:3]=1.C(=O)(O)[O-].[Na+].Br[CH2:28][CH2:29][CH2:30][C:31]([O:33][CH2:34][CH3:35])=[O:32]>CN(C)P(=O)(N(C)C)N(C)C>[Cl:1][C:2]1[CH:11]=[C:10]2[C:5]([CH:6]=[CH:7][C:8]([C:12]3[O:13][C:14]4[CH:20]=[CH:19][C:18]([NH:21][CH2:28][CH2:29][CH2:30][C:31]([O:33][CH2:34][CH3:35])=[O:32])=[CH:17][C:15]=4[CH:16]=3)=[N:9]2)=[CH:4][CH:3]=1 |f:1.2|. Reported procedure: A mixture of 7-Chloro-2-(5-aminobenzofuran-2-yl)-quinoline (0.17 g), sodium bicarbonate (0.2 g), ethyl 4-bromobutyrate (0.12 g) in hexamethylphosphoric triamide ml) was stirred at ambient temperature for 1 day. The resulting mixture was poured into ice-water. The appeared precipitates were collected by filtration, washed with water, and recrystallized from ethanol to give 7-chloro-2-[5-(3-ethoxycarbonylpropylamino)benzofuran-2-yl]quinoline (0.13 g). Reactants: CC(CC(=O)OCC)(CC1=CC=C(C=C1)OCCCNC1=[N+](C=CC=C1)[O-])C=1C=NC=CC1 (Ethyl 3-methyl-4-(4-{3-[(1-oxidopyridin-2-yl)amino]propoxy}phenyl)-3-pyridin-3-ylbutanoate), C1(=CC=CC=C1)P(C1=CC=CC=C1)C1=CC=CC=C1 (triphenylphosphine). The solvent is C(C)(=O)O (acetic acid). Procedure details: A mixture of the product of STEP 8 (150 mg, 0.33 mmol), iron powder (28 mg, 0.5 mmol), triphenylphosphine (87 mg, 0.33 mmol), and acetic acid (4.0 ml) was heated at reflux for 15 min. The cooled reaction was filtered through a short column of Celite®, and washed with ethyl acetate. The filtrate was concentrated. The residue was purified by chromatography (on silica gel, CH2Cl2/CH3OH/NH4OH-97.5/2/0.5) to afford a colorless oil in148 mg. The NMR spectra were consistent for the proposed structure. RXN SMILES: [CH3:1][C:2]([C:28]1[CH:29]=[N:30][CH:31]=[CH:32][CH:33]=1)([CH2:9][C:10]1[CH:15]=[CH:14][C:13]([O:16][CH2:17][CH2:18][CH2:19][NH:20][C:21]2[CH:26]=[CH:25][CH:24]=[CH:23][N+:22]=2[O-])=[CH:12][CH:11]=1)[CH2:3][C:4]([O:6][CH2:7][CH3:8])=[O:5].C1(P(C2C=CC=CC=2)C2C=CC=CC=2)C=CC=CC=1>[Fe].C(O)(=O)C>[CH3:1][C:2]([C:28]1[CH:29]=[N:30][CH:31]=[CH:32][CH:33]=1)([CH2:9][C:10]1[CH:11]=[CH:12][C:13]([O:16][CH2:17][CH2:18][CH2:19][NH:20][C:21]2[CH:26]=[CH:25][CH:24]=[CH:23][N:22]=2)=[CH:14][CH:15]=1)[CH2:3][C:4]([O:6][CH2:7][CH3:8])=[O:5]. Product: CC(CC(=O)OCC)(CC1=CC=C(C=C1)OCCCNC1=NC=CC=C1)C=1C=NC=CC1 (Ethyl 3-methyl-3-pyridin-3-yl-4-{4-[3-(pyridin-2-ylamino)propoxy]phenyl}-butanoate). Reagents/catalysts: [Fe] (iron). Reactants: C(C)(=O)OC1CC(NC(C1)(C)C)(C)C (4-acetoxy-2,2,6,6-tetramethylpiperidine), C1CCCCC1 (cyclohexane), O (water). Reagents/catalysts: [Mo]=O (molybdenum oxide). Reaction conditions: temperature 25 celsius, time 2 hour. Yields the product C1(CCCCC1)ON1C(CC(CC1(C)C)OC(C)=O)(C)C (1-Cyclohexyloxy-2,2,6,6-tetramethyl-4-acetoxypiperidine). As a reaction SMILES: [C:1]([O:4][CH:5]1[CH2:10][C:9]([CH3:12])([CH3:11])[NH:8][C:7]([CH3:14])([CH3:13])[CH2:6]1)(=[O:3])[CH3:2].[OH2:15].[CH2:16]1[CH2:21][CH2:20][CH2:19][CH2:18][CH2:17]1>[Mo]=O>[CH:16]1([O:15][N:8]2[C:7]([CH3:14])([CH3:13])[CH2:6][CH:5]([O:4][C:1](=[O:3])[CH3:2])[CH2:10][C:9]2([CH3:12])[CH3:11])[CH2:21][CH2:20][CH2:19][CH2:18][CH2:17]1. Procedure: 60 g (301 mmol) of 4-acetoxy-2,2,6,6-tetramethylpiperidine are dissolved in 300 ml of cyclohexane under nitrogen in a 1.5 l sulfonation flask fitted with magnetic stirrer, water separator, thermometer and dropping funnel. 4.3 g (30 mmol) of molybdenum oxide are added. 154 g (1.2 mol) of an aqueous 70% solution of t-butyl hydroperoxide are extracted three times with 35 ml of cyclohexane in each case, and the organic phase is dried over sodium sulfate and transferred into the dropping funnel. The ... Starting materials: Cl, Cl, Cl, O=C(NC1CCN(CCN2CCCCCC2)CC1)c1cc2c(OCc3ccoc3)cccc2[nH]1, CC1CN(CCN2CCC(N)CC2)CCC1O. The product is CC1CN(CCN2CCC(NC(=O)c3cc4c(OCc5ccoc5)cccc4[nH]3)CC2)CCC1O. As a reaction SMILES: [ClH:35].[ClH:36].[ClH:37].[N:1]1([CH2:8][CH2:9][N:10]2[CH2:11][CH2:12][CH:13]([NH:16][C:17](=[O:18])[c:19]3[nH:20][c:21]4[cH:22][cH:23][cH:24][c:25]([O:28][CH2:29][c:30]5[cH:31][o:32][cH:33][cH:34]5)[c:26]4[cH:27]3)[CH2:14][CH2:15]2)[CH2:2][CH2:3][CH2:4][CH2:5][CH2:6][CH2:7]1.[NH2:38][CH:39]1[CH2:40][CH2:41][N:42]([CH2:43][CH2:44][N:45]2[CH2:46][CH2:47][CH:48]([OH:53])[CH:49]([CH3:50])[CH2:51]2)[CH2:52][CH2:54]1>>[N:1]1([CH2:8][CH2:9][N:10]2[CH2:11][CH2:12][CH:13]([NH:16][C:17](=[O:18])[c:19]3[nH:20][c:21]4[cH:22][cH:23][cH:24][c:25]([O:28][CH2:29][c:30]5[cH:31][o:32][cH:33][cH:34]5)[c:26]4[cH:27]3)[CH2:14][CH2:15]2)[CH2:2][CH:3]([CH3:4])[CH:5]([OH:53])[CH2:6][CH2:7]1. Reactants: O (water), C(C)(C)(C)OC(\C(\C(C)=O)=N/O)=O ((Z)-2-hydroxyimino-3-oxo-butyric acid tert.butyl ester), S(=O)(=O)(OC)OC (dimethyl sulphate), C([O-])([O-])=O.[K+].[K+] (potassium carbonate). Run in CC(=O)C (acetone). Run at temperature 5 celsius, time 4 hour. Yields the product C(C)(C)(C)OC(\C(\C(C)=O)=N/OC)=O ((Z)-2methoxyimino-3-oxo-butyric acid tert.butyl ester). Reaction SMILES: [C:1]([O:5][C:6](=[O:13])/[C:7](=[N:11]\[OH:12])/[C:8](=[O:10])[CH3:9])([CH3:4])([CH3:3])[CH3:2].[C:14](=O)([O-])[O-].[K+].[K+].S(OC)(OC)(=O)=O.O>CC(C)=O>[C:1]([O:5][C:6](=[O:13])/[C:7](=[N:11]\[O:12][CH3:14])/[C:8](=[O:10])[CH3:9])([CH3:2])([CH3:3])[CH3:4] |f:1.2.3|. Reported procedure: 626.65 g of (Z)-2-hydroxyimino-3-oxo-butyric acid tert.butyl ester are dissolved in 2.86 l of acetone. The solution is cooled to 5° C. and treated portionwise with 703.5 g of potassium carbonate. 322 ml of dimethyl sulphate are then added dropwise to the yellow suspension without cooling during 1 hour, whereby the temperature of the mixture should not rise above 25° C. The light beige suspension is stirred at 20°-25° C. for about 4 hours until starting material can no longer be detected by thin-... The reactants are C(=O)C1=CC=C(C2=CC=CC=C12)C=CC(=O)O (4-formylnaphthalene acrylic acid), C(=O)(C=1NC=CN1)C=1NC=CN1 (carbonyl diimidazole), C(C)NCC (diethylamine). The solvent is C(C)OC(C)=O (ethylacetate), CN(C)C=O (DMF). Conditions: time 1 hour. Yields the product C(C=C)(=O)N(CC)CC.C(=O)C1=CC=CC2=CC=CC=C12 (4-Formylnaphthalene Diethyl Acrylamide). Isolated yield 44.1%. As a reaction SMILES: [CH:1]([C:3]1[C:12]2[C:7](=[CH:8][CH:9]=[CH:10][CH:11]=2)[C:6]([CH:13]=[CH:14][C:15]([OH:17])=O)=[CH:5][CH:4]=1)=[O:2].[C:18](C1NC=CN=1)([C:20]1[NH:21][CH:22]=[CH:23]N=1)=O.C(NCC)C>CN(C=O)C.C(OC(=O)C)C>[C:15]([N:21]([CH2:22][CH3:23])[CH2:20][CH3:18])(=[O:17])[CH:14]=[CH2:13].[CH:1]([C:3]1[C:12]2[C:7](=[CH:8][CH:9]=[CH:10][CH:11]=2)[CH:6]=[CH:5][CH:4]=1)=[O:2] |f:5.6|. Reported procedure: To a solution of 4-formylnaphthalene acrylic acid (210 mg, 0.92 mmol) in DMF (4 mL) was added carbonyl diimidazole (180 mg, 1.10 mmol). The mixture was stirred at room temperature for 1 hr, and diethylamine (0.1 mL, 71 mg, 0.97 mmol) was added. After stirring at room temperature for 16 hr, the mixture was diluted with ethylacetate (5 mL), extracted with water (5 mL), 1 N hydrochloric acid (5 mL), and water (3×5 mL), dried (MgSO4) and concentrated. After flash chromatography using hexane/ethylace...